This data is from the Open Reaction Database (ORD), a public repository of structured organic reaction records. The task is: describe an organic reaction: reactants, conditions, products, and yield Starting materials: BrC1=CC=C(C=C1)C(O)C1CCCCC1 ((4-bromophenyl)(cyclohexyl)methanol). Reagents/catalysts: [O-2].[O-2].[Mn+4] (manganese dioxide). Run in C(Cl)Cl (DCM), C(C)(=O)OCC (ethyl acetate). Run at time 8 hour. The product is BrC1=CC=C(C=C1)C(=O)C1CCCCC1 ((4-Bromophenyl)(cyclohexyl)methanone). Reaction SMILES: [Br:1][C:2]1[CH:7]=[CH:6][C:5]([CH:8]([CH:10]2[CH2:15][CH2:14][CH2:13][CH2:12][CH2:11]2)[OH:9])=[CH:4][CH:3]=1>C(Cl)Cl.C(OCC)(=O)C.[O-2].[O-2].[Mn+4]>[Br:1][C:2]1[CH:3]=[CH:4][C:5]([C:8]([CH:10]2[CH2:11][CH2:12][CH2:13][CH2:14][CH2:15]2)=[O:9])=[CH:6][CH:7]=1 |f:3.4.5|. Procedure: To a solution of (4-bromophenyl)(cyclohexyl)methanol (3.45 g, 12.82 mmol) in DCM (100 ml) was added manganese dioxide (11.14 g, 128 mmol) at room temperature. The reaction mixture was stirred overnight at room temperature. The reaction mixture was diluted with ethyl acetate and the organic phase was washed with aqueous NaHCO3 solution and brine. The organic phase was dried over Na2SO4, filtered and concentrated in vacuo to obtain the title compound as slightly orange solid.